Dataset: the Open Reaction Database (ORD), a public repository of structured organic reaction records. Task: describe an organic reaction: reactants, conditions, products, and yield The reactants are [H-].[H-].[H-].[H-].[Li+].[Al+3] (LiAlH4), C(C)OC(CC1=COC2=C1C=CC(=C2)Cl)=O (ethyl(6-chloro-1-benzofuran-3-yl)acetate). The solvent is C1CCOC1 (THF), C1CCOC1 (THF). Run at time 1 hour. Yields the product ClC1=CC2=C(C(=CO2)CCO)C=C1 (2-(6-chloro-1-benzofuran-3-yl)ethanol). Reaction SMILES: [H-].[H-].[H-].[H-].[Li+].[Al+3].C([O:9][C:10](=O)[CH2:11][C:12]1[C:16]2[CH:17]=[CH:18][C:19]([Cl:21])=[CH:20][C:15]=2[O:14][CH:13]=1)C>C1COCC1>[Cl:21][C:19]1[CH:18]=[CH:17][C:16]2[C:12]([CH2:11][CH2:10][OH:9])=[CH:13][O:14][C:15]=2[CH:20]=1 |f:0.1.2.3.4.5|. Procedure: To a stirred suspension of LiAlH4 (200 mg, excess) in THF at 0° C., ethyl(6-chloro-1-benzofuran-3-yl)acetate (1.19 g, 50 mmol) in THF (20 mL) was added slowly. After the addition, the reaction mixture was stirred at room temperature for 1 hr and quenched with saturated NH4Cl solution. The product was extracted with chloroform and washed well with water. It was dried over anhydrous MgSO4; filtered and concentrated. The product, 2-(6-chloro-1-benzofuran-3-yl)ethanol, was obtained as a white oil pu... The reactants are C1(=CC=CC=C1)[C@@H]1N[C@H](CC2=C1NC1=CC=CC=C21)C(=O)OC (trans methyl 1,2,3,4-tetrahydro-1-phenyl-9H-pyrido[3,4-b]indole-3-carboxylate), C(CCC)N=C=O (butyl isocyanate). The product is C(CCC)N1C(N2[C@H](C=3NC=4C=CC=CC4C3C[C@H]2C1=O)C1=CC=CC=C1)=O (Trans-2-butyl-5-phenyl-5,6,11,11a-tetrahydro-1H-imidazo[1′,5′:1,6]pyrido[3,4-b]indole-1,3(2H)-dione). RXN SMILES: [C:1]1([C@H:7]2[C:12]3[NH:13][C:14]4[C:19]([C:11]=3[CH2:10][C@H:9]([C:20](OC)=[O:21])[NH:8]2)=[CH:18][CH:17]=[CH:16][CH:15]=4)[CH:6]=[CH:5][CH:4]=[CH:3][CH:2]=1.[CH2:24]([N:28]=[C:29]=[O:30])[CH2:25][CH2:26][CH3:27]>>[CH2:24]([N:28]1[C:20](=[O:21])[C@H:9]2[N:8]([C@@H:7]([C:1]3[CH:6]=[CH:5][CH:4]=[CH:3][CH:2]=3)[C:12]3[NH:13][C:14]4[CH:15]=[CH:16][CH:17]=[CH:18][C:19]=4[C:11]=3[CH2:10]2)[C:29]1=[O:30])[CH2:25][CH2:26][CH3:27]. Reported procedure: The same method as employed in the preparation of Example 1 but starting from trans methyl 1,2,3,4-tetrahydro-1-phenyl-9H-pyrido[3,4-b]indole-3-carboxylate and butyl isocyanate gave after recrystallisation from 2-propanol, the title compound as white crystals m.p.: 240-243° C. Analysis for C23H23N3O2: Calculated: C,73.97;H,6.21;N,11.25; Starting materials: O=C([O-])[O-], CC(C)(C)O, Cn1nccc1O, C(=NC1CCCCC1)=NC1CCCCC1, ClC(Cl)Cl, CS(=O)(=O)c1ccc(C(=O)O)c(Cl)c1, Cl, [K+], [K+]. Product: Cn1ncc(C(=O)c2ccc(S(C)(=O)=O)cc2Cl)c1O. RXN SMILES: [C:30](=[O:31])([O-:32])[O-:33].[C:48]([OH:49])([CH3:50])([CH3:51])[CH3:52].[CH3:36][n:37]1[n:38][cH:39][cH:40][c:41]1[OH:42].[CH:15]1([N:16]=[C:17]=[N:18][CH:19]2[CH2:20][CH2:21][CH2:22][CH2:23][CH2:24]2)[CH2:25][CH2:26][CH2:27][CH2:28][CH2:29]1.[CH:44]([Cl:45])([Cl:46])[Cl:47].[Cl:1][c:2]1[c:3]([C:4](=[O:5])[OH:6])[cH:7][cH:8][c:9]([S:11](=[O:12])(=[O:13])[CH3:14])[cH:10]1.[ClH:43].[K+:34].[K+:35]>>[Cl:1][c:2]1[c:3]([C:4](=[O:6])[c:40]2[cH:39][n:38][n:37]([CH3:36])[c:41]2[OH:42])[cH:7][cH:8][c:9]([S:11](=[O:12])(=[O:13])[CH3:14])[cH:10]1. Reactants: 2, COC(C(=O)N1C([C@@H]([C@H]1SC(C)=O)OC)=O)=O ((3S,4R)-4-acetylthio-3-methoxy-2-oxoazetidin-1-yl-2-oxoacetic acid methyl ester). The solvent is CO (methanol), C(Cl)Cl (methylene chloride). The product is C(C)(=O)S[C@@H]1[C@H](C(N1)=O)OC ((3S,4R)-4-acetylthio-3-methoxy-2-oxoazetidine). RXN SMILES: COC(=O)C([N:6]1[C@H:9]([S:10][C:11](=[O:13])[CH3:12])[C@@H:8]([O:14][CH3:15])[C:7]1=[O:16])=O>CO.C(Cl)Cl>[C:11]([S:10][C@H:9]1[NH:6][C:7](=[O:16])[C@@H:8]1[O:14][CH3:15])(=[O:13])[CH3:12]. Reported procedure: A solution of 71.20 mg of 2[(3S,4R)-4-acetylthio-3-methoxy-2-oxoazetidin-1-yl-2-oxoacetic acid methyl ester (crude product) in 10 ml of 1% aqueous methanol is stirred overnight at room temperature. The reaction mixture is diluted with methylene chloride, washed with water, dried over sodium sulphate and concentrated by evaporation in vacuo. The residue is chromatographed over silica gel with toluene/ethyl acetate (9:1) and yields the title compound. The reactants are NC1=CC(=C(C(=O)NCC2CN(CCO2)CC2CCNCC2)C=C1Cl)OCC (4-amino-5-chloro-2-ethoxy-N-[{4-(4-piperidinylmethyl)-2-morpholinyl}-methyl]benzamide), TEA, N#CBr (cyanogen bromide). Solvent: C(Cl)Cl (methylene chloride). Conditions: time 4 hour. The product is NC1=CC(=C(C(=O)NCC2CN(CCO2)CC2CCN(CC2)C#N)C=C1Cl)OCC (4-amino-5-chloro-N-[{4-[(1-cyano-4-piperidinyl)methyl]-2-morpholinyl}-methyl]-2-ethoxybenzamide). Yield: 66.0%. RXN SMILES: [NH2:1][C:2]1[C:24]([Cl:25])=[CH:23][C:5]([C:6]([NH:8][CH2:9][CH:10]2[O:15][CH2:14][CH2:13][N:12]([CH2:16][CH:17]3[CH2:22][CH2:21][NH:20][CH2:19][CH2:18]3)[CH2:11]2)=[O:7])=[C:4]([O:26][CH2:27][CH3:28])[CH:3]=1.[N:29]#[C:30]Br>C(Cl)Cl>[NH2:1][C:2]1[C:24]([Cl:25])=[CH:23][C:5]([C:6]([NH:8][CH2:9][CH:10]2[O:15][CH2:14][CH2:13][N:12]([CH2:16][CH:17]3[CH2:18][CH2:19][N:20]([C:30]#[N:29])[CH2:21][CH2:22]3)[CH2:11]2)=[O:7])=[C:4]([O:26][CH2:27][CH3:28])[CH:3]=1. Reported procedure: To a solution of 4-amino-5-chloro-2-ethoxy-N-[{4-(4-piperidinylmethyl)-2-morpholinyl}-methyl]benzamide (Example 22) (1.0 g) and TEA (0.41 ml) in methylene chloride (10 ml) was added cyanogen bromide (0.27 g) at room temperature, and then the mixture was stirred for 4 hours, washed with water, then brine and dried over anhydrous magnesium sulfate. Then, the solvent was removed in vacuo. The residue was purified by silica gel column chromatography (eluent: chloroform/methanol=10/1) to give the tit... Reactants: C1(=CC=CC=C1)S(=O)(=O)C(=C(Cl)Cl)NC(C1=CN=CC=C1)=O (N-(1-Phenylsulfonyl-2,2-dichlorovinyl)nicotinamide), CN (methylamine). The solvent is O1CCCC1 (tetrahydrofuran). Run at time 8 hour. Product: C1(=CC=CC=C1)S(=O)(=O)C=1N=C(OC1CN)C=1C=NC=CC1 ((4-phenylsulfonyl-2-pyridin-3-yl-oxazol-5-yl)methylamine). RXN SMILES: [C:1]1([S:7]([C:10]([NH:14][C:15](=[O:22])[C:16]2[CH:21]=[CH:20][CH:19]=[N:18][CH:17]=2)=[C:11](Cl)Cl)(=[O:9])=[O:8])[CH:6]=[CH:5][CH:4]=[CH:3][CH:2]=1.[CH3:23][NH2:24]>O1CCCC1>[C:1]1([S:7]([C:10]2[N:14]=[C:15]([C:16]3[CH:17]=[N:18][CH:19]=[CH:20][CH:21]=3)[O:22][C:11]=2[CH2:23][NH2:24])(=[O:9])=[O:8])[CH:6]=[CH:5][CH:4]=[CH:3][CH:2]=1. Reported procedure: N-(1-Phenylsulfonyl-2,2-dichlorovinyl)nicotinamide (0.4 g, 1.120 mmol) is dissolved in tetrahydrofuran, mixed with methylamine (2.607 ml, 2M in tetrahydrofuran, 4.480 mmol) and stirred overnight at room temperature. The resulting precipitate was filtered off with suction and discarded, the mother liquor was concentrated in a rotary evaporator and the residue was crystallized using a small amount of isopropanol, filtered off with suction and dried in air. Reactants: COC(=O)C=1CN(CCC1NC(C)C1=CC=CC=C1)CC(=CC)C=C (4-(1-phenyl-ethyl amino)-1-(2-vinyl-but-2-enyl)-1,2,5,6-tetrahydro-pyridine-3-carboxylic acid methyl ester). Reagents/catalysts: [OH-].[OH-].[Pd+2] (palladium hydroxide on carbon). The solvent is CO (methanol). Run at time 19 hour. Yields the product COC(=O)C=1CNCCC1NC(C)C1=CC=CC=C1 (4-(1-phenyl-ethylamino)-1,2,5,6-tetrahydro-pyridine-3-carboxylic acid methyl ester). Yield: 101.6%. Reaction SMILES: [CH3:1][O:2][C:3]([C:5]1[CH2:6][N:7](CC(C=C)=CC)[CH2:8][CH2:9][C:10]=1[NH:11][CH:12]([C:14]1[CH:19]=[CH:18][CH:17]=[CH:16][CH:15]=1)[CH3:13])=[O:4]>CO.[OH-].[OH-].[Pd+2]>[CH3:1][O:2][C:3]([C:5]1[CH2:6][NH:7][CH2:8][CH2:9][C:10]=1[NH:11][CH:12]([C:14]1[CH:15]=[CH:16][CH:17]=[CH:18][CH:19]=1)[CH3:13])=[O:4] |f:2.3.4|. Reported procedure: A mixture of 4-(1-phenyl-ethyl amino)-1-(2-vinyl-but-2-enyl)-1,2,5,6-tetrahydro-pyridine-3-carboxylic acid methyl ester (6.0 g, 17.02 mmol) and 20% palladium hydroxide on carbon (2 g) in methanol (20 mL) was stirred under a hydrogen balloon for 19 h. The mixture was then filtered through a thin pad of celite and concentrated to provide 4-(1-phenyl-ethylamino)-1,2,5,6-tetrahydro-pyridine-3-carboxylic acid methyl ester as a colorless oil (4.5 g, 90%). MS: 261 (M+H)+.